Dataset: the Open Reaction Database (ORD), a public repository of structured organic reaction records. Task: describe an organic reaction: reactants, conditions, products, and yield Reactants: C(C)OC1=C(C=CC=C1)C1=NN2C(C(N1)=O)=C(N=C2CCCCC)C (2-(2-Ethoxyphenyl)-5-methyl-7-pentyl-3H-imidazo[5,1-f][1,2,4]triazin-4-one), S(=O)(=O)(Cl)Cl (sulphonyl chloride). Yields the product C(C)OC1=C(C=C(C=C1)S(=O)(=O)Cl)C1=NN2C(C(N1)=O)=C(N=C2CCCCC)C (4-Ethoxy-3-(5-methyl-4-oxo-7-pentyl-3H-imidazo-[5,1-f][1,2,4]triazin-2-yl)-benzenesulphonyl chloride). Reaction SMILES: [CH2:1]([O:3][C:4]1[CH:9]=[CH:8][CH:7]=[CH:6][C:5]=1[C:10]1[NH:15][C:14](=[O:16])[C:13]2=[C:17]([CH3:25])[N:18]=[C:19]([CH2:20][CH2:21][CH2:22][CH2:23][CH3:24])[N:12]2[N:11]=1)[CH3:2].[S:26](Cl)([Cl:29])(=[O:28])=[O:27]>>[CH2:1]([O:3][C:4]1[CH:9]=[CH:8][C:7]([S:26]([Cl:29])(=[O:28])=[O:27])=[CH:6][C:5]=1[C:10]1[NH:15][C:14](=[O:16])[C:13]2=[C:17]([CH3:25])[N:18]=[C:19]([CH2:20][CH2:21][CH2:22][CH2:23][CH3:24])[N:12]2[N:11]=1)[CH3:2]. Procedure: The preparation is carried out analogously to the procedure of Example 27A using 0.3 g (0.88 mmol) of 2-(2-ethoxyphenyl)-5-methyl-7-pentyl-3H-imidazo[5,1-f][1,2,4]triazin4-one (Example 21A). This gives 0.3 g (77.6%) of sulphonyl chloride as a white foam which is directly reacted further.